From a dataset of the Open Reaction Database (ORD), a public repository of structured organic reaction records. describe an organic reaction: reactants, conditions, products, and yield The reactants are C(C(O)C)(=O)O.C(CO)(=O)O (lactic acid glycolic acid), C(C)O (ethanol), 1-ethyl-3-(3-dimethylaminoisopropyl)carbodiimide hydrochloride, C(C(O)C)(=O)O.C(CO)(=O)O (lactic acid glycolic acid), ClCCl (dichloromethane). Solvent: O (water). Product: CCOC(=O)C(C)O.C(CO)(=O)O (ethyl ester of lactic acid glycolic acid). The yield is 148.3%. RXN SMILES: [C:1]([OH:6])(=[O:5])[CH:2]([CH3:4])[OH:3].[C:7]([OH:11])(=[O:10])[CH2:8][OH:9].ClCCl.C(O)C>O>[CH3:7][CH2:8][O:5][C:1]([CH:2]([OH:3])[CH3:4])=[O:6].[C:7]([OH:11])(=[O:10])[CH2:8][OH:9] |f:0.1,5.6|. Procedure details: 6 g of a lactic acid/glycolic acid copolymer having a weight-average molecular weight of about 7,500 (lactic acid/glycolic acid=75/25 (mol %)) (Wako Pure Chemical Industries, Ltd.) was dissolved in a mixed solvent consisting of 60 ml of dichloromethane and 60 ml of ethanol. While thus obtained solution was cooled and stirred, 3.83 g of 1-ethyl-3-(3-dimethylaminoisopropyl)carbodiimide hydrochloride was added and then the reaction mixture was stirred overnight. After 50 ml of water was added, dich... The reactants are CCOC(=O)C(C)Sc1cnc(N)s1, Cc1ccc2cc[nH]c2c1, BrCC1CC1. The product is c1ccc2[nH]ccc2c1. RXN SMILES: [CH2:16]([O:17][C:18](=[O:19])[CH:20]([S:21][c:22]1[s:23][c:24]([NH2:25])[n:26][cH:27]1)[CH3:28])[CH3:29].[CH3:1][c:2]1[cH:3][cH:4][c:5]2[cH:6][cH:7][nH:8][c:9]2[cH:10]1.[CH:11]1([CH2:12][Br:13])[CH2:14][CH2:15]1>>[cH:2]1[cH:3][cH:4][c:5]2[cH:6][cH:7][nH:8][c:9]2[cH:10]1. The reactants are [Cl-].[NH4+] (ammonium chloride), BrC=1C=C(C(=O)OC)C(=CN1)F (methyl 2-bromo-5-fluoroisonicotinate), O1CCCC1 (tetrahydrofuran), C[Al](C)C (trimethylaluminum). Run in CCOC(=O)C (EtOAc), CCOC(=O)C.CCCCCC (EtOAc Hexane). Reaction conditions: time 10 minute. Yields the product FC1=CN=C(C=C1C(=O)O)C (5-fluoro-2-methylisonicotinic acid). Isolated yield 374.8%. As a reaction SMILES: Br[C:2]1[CH:3]=[C:4]([C:9]([F:12])=[CH:10][N:11]=1)[C:5]([O:7]C)=[O:6].O1CCC[CH2:14]1.C[Al](C)C.[Cl-].[NH4+]>CCOC(C)=O.CCOC(C)=O.CCCCCC>[F:12][C:9]1[C:4]([C:5]([OH:7])=[O:6])=[CH:3][C:2]([CH3:14])=[N:11][CH:10]=1 |f:3.4,6.7|. Procedure details: To a solution of methyl 2-bromo-5-fluoroisonicotinate (1.0 g, 4.27 mmol) in tetrahydrofuran (25 ml) tetrakis(triphenylphosphine)palladium (495.0 mg, 0.43 mmol) was added. The mixture was stirred for 10 min, and then trimethylaluminum (5.13 ml, 1.00 M in heptane, 5.13 mmol) was added. The mixture was refluxed for 4 h, and the reaction was monitored by TLC (10% EtOAc-Hexane). Then, the reaction was diluted with EtOAc (75 ml) and a few drops of saturated. ammonium chloride were added. The mixture w... The reactants are CCCCC(O)CCCC, CCOC(C)=O, O=S(=O)(O)c1ccccc1I. The product is CCCCC(=O)CCCC. As a reaction SMILES: [CH3:12][CH2:13][CH2:14][CH2:15][CH:16]([CH2:17][CH2:18][CH2:19][CH3:20])[OH:21].[CH3:22][CH2:23][O:24][C:25](=[O:26])[CH3:27].[I:1][c:2]1[cH:3][cH:4][cH:5][cH:6][c:7]1[S:8]([OH:9])(=[O:10])=[O:11]>>[CH3:12][CH2:13][CH2:14][CH2:15][C:16]([CH2:17][CH2:18][CH2:19][CH3:20])=[O:21]. Reagents/catalysts: [C-]#[O+].[C-]#[O+].[C-]#[O+].[C-]#[O+].[C-]#[O+].[C-]#[O+].Cl[Ru]Cl.Cl[Ru]Cl (CORM-2), [C-]#[O+].[C-]#[O+].[C-]#[O+].[C-]#[O+].[C-]#[O+].[C-]#[O+].Cl[Ru]Cl.Cl[Ru]Cl (CORM-2). As a reaction SMILES: CS(C)=O.[CH3:5][C@H:6]1[C@@H:15]2[CH2:16][CH2:17][C@@:18]3([CH3:22])[O:20][O:21][C@:14]42[C@H:9]([C@@H:10]([CH3:31])[C@H:11]([O:23][C:24]([CH2:26][CH2:27][C:28]([OH:30])=[O:29])=[O:25])[O:12][C@@H:13]4[O:19]3)[CH2:8][CH2:7]1.C(=O)(O)[O-].[Na+:36]>[C-]#[O+].[C-]#[O+].[C-]#[O+].[C-]#[O+].[C-]#[O+].[C-]#[O+].Cl[Ru]Cl.Cl[Ru]Cl>[CH3:5][C@H:6]1[C@@H:15]2[CH2:16][CH2:17][C@@:18]3([CH3:22])[O:20][O:21][C@:14]42[C@H:9]([C@@H:10]([CH3:31])[C@H:11]([O:23][C:24]([CH2:26][CH2:27][C:28]([OH:30])=[O:29])=[O:25])[O:12][C@@H:13]4[O:19]3)[CH2:8][CH2:7]1.[CH3:5][C@H:6]1[C@@H:15]2[CH2:16][CH2:17][C@@:18]3([CH3:22])[O:20][O:21][C@:14]42[C@H:9]([C@@H:10]([CH3:31])[C@@H:11]([O:23][C:24]([CH2:26][CH2:27][C:28]([O-:30])=[O:29])=[O:25])[O:12][C@@H:13]4[O:19]3)[CH2:8][CH2:7]1.[Na+:36] |f:2.3,4.5.6.7.8.9.10.11,13.14|. The reactants are Compound 2, Compound 1, C[C@@H]1CC[C@H]2[C@H]([C@@H](O[C@H]3[C@@]24[C@H]1CC[C@](O3)(OO4)C)OC(=O)CCC(=O)O)C (artesunic acid), C([O-])(O)=O.[Na+] (sodium bicarbonate), Compound 2, CS(=O)C (dimethyl sulfoxide), Compound 1. Product: C[C@@H]1CC[C@H]2[C@H]([C@@H](O[C@H]3[C@@]24[C@H]1CC[C@](O3)(OO4)C)OC(=O)CCC(=O)O)C (Artesunate), C[C@@H]1CC[C@H]2[C@H]([C@H](O[C@H]3[C@@]24[C@H]1CC[C@](O3)(OO4)C)OC(=O)CCC(=O)[O-])C.[Na+] (sodium artesunate). Procedure details: CORM-2 (Sigma-Aldrich) and Compound 2 were solubilized using 10% dimethyl sulfoxide (DMSO; Sigma-Aldrich) in PBS. CORM-3 and Compound 1 were solubilized in PBS (1×). CORM-2 solution (20 mg/kg of body weight) was administered intravenously (i.v.) according to the chosen schedules. Compound 2, CORM-3 and Compound 1 were administered i.v. at equimolar concentrations relative to CORM-2 (36.7 mg/Kg). As vehicle control, we used a solution of 10% DMSO in PBS administered i.v. The concentrations of COR... Reactants: ClC1=CC=C(C=C1)C(C)=O (1-(4-chlorophenyl)ethanone), ice water, CS(=O)C (DMSO), [H-].[Na+] (NaH), [I-].C[S+](C)C (Trimethylsulfonium iodide). The solvent is C1CCOC1 (THF), C1CCOC1 (THF). Reaction conditions: temperature 65 celsius, time 10 minute. Product: ClC1=CC=C(C=C1)C1(OC1)C (2-(4-chlorophenyl)-2-methyloxirane). Reaction SMILES: CS(C)=O.[H-].[Na+].[I-].[CH3:8][S+](C)C.[Cl:12][C:13]1[CH:18]=[CH:17][C:16]([C:19](=[O:21])[CH3:20])=[CH:15][CH:14]=1>C1COCC1>[Cl:12][C:13]1[CH:18]=[CH:17][C:16]([C:19]2([CH3:8])[CH2:20][O:21]2)=[CH:15][CH:14]=1 |f:1.2,3.4|. Reported procedure: The title compound was prepared by following general procedure 3. DMSO was added to NaH (1 equiv.) and heated to 65° C. for 1 h. THF was added at the same temperature and heated for another 10 min. After 10 min., the reaction mixture was cooled to 0° C. Trimethylsulfonium iodide (1 equiv.) was added and stirred for 10 min. after which the solution of 1-(4-chlorophenyl)ethanone (1 equiv.) in THF was added dropwise. After complete addition, the reaction mixture was stirred at RT for 2 h. The produ... Starting materials: C(C)OC(C1=CC(=C(C=C1)Cl)Br)=O (ethyl-3-bromo-4-chlorobenzoate), CO (methanol), O (water), [H-].C(C(C)C)[Al+]CC(C)C (diisobutylaluminum hydride). The solvent is C1(=CC=CC=C1)C (toluene). Run at temperature -78 celsius, time 1 hour. Product: BrC=1C=C(CO)C=CC1Cl (3-bromo-4-chloro-benzyl alcohol). Isolated yield 99.9%. Reaction SMILES: C([O:3][C:4](=O)[C:5]1[CH:10]=[CH:9][C:8]([Cl:11])=[C:7]([Br:12])[CH:6]=1)C.[H-].C([Al+]CC(C)C)C(C)C.CO.O>C1(C)C=CC=CC=1>[Br:12][C:7]1[CH:6]=[C:5]([CH:10]=[CH:9][C:8]=1[Cl:11])[CH2:4][OH:3] |f:1.2|. Procedure details: To a solution of ethyl-3-bromo-4-chlorobenzoate (3.25 g, 12.34 mmol) in toluene (70 mL) was added, at −78° C. under argon, diisobutylaluminum hydride (1.5M in toluene, 24 mL, 37.01 mmol). The reaction mixture was stirred at −78° C. for 1 hr then methanol (9 mL) and water (18 mL) was added. The solution was warmed up to room temperature and extracted with ethyl acetate. The organic layer was washed successively with water and brine, dried over anhydrous magnesium sulfate, filtered and evaporated ... Reaction SMILES: [CH3:21][I:22].[H-:19].[Na+:20].[O:1]1[CH2:2][CH:3]([NH:7][C:8](=[O:9])[c:10]2[cH:11][c:12]3[c:13]([n:14][o:15][n:16]3)[cH:17][cH:18]2)[CH2:4][CH2:5][CH2:6]1.[O:23]=[CH:24][N:25]([CH3:26])[CH3:27]>>[O:1]1[CH2:2][CH:3]([N:7]([C:8](=[O:9])[c:10]2[cH:11][c:12]3[c:13]([n:14][o:15][n:16]3)[cH:17][cH:18]2)[CH3:21])[CH2:4][CH2:5][CH2:6]1. Product: CN(C(=O)c1ccc2nonc2c1)C1CCCOC1. The reactants are CI, [H-], [Na+], O=C(NC1CCCOC1)c1ccc2nonc2c1, CN(C)C=O. Starting materials: CCCCCC.C(C)(=O)OCC (hexane ethyl acetate), ClC=1C=C(C=CC1)C=1C=C(C(=NC1)C#N)Cl (5-(3-chlorophenyl)-3-chloro-2-cyanopyridine), C[O-].[Na+] (sodium methoxide), ClC=1C=C(C=CC1)C=1C=C(C(=NC1)C#N)Cl (5-(3-chlorophenyl)-3-chloro-2-cyanopyridine). Run in O (water). Reaction conditions: temperature 5 celsius, time 3 hour. The product is ClC=1C=C(C=CC1)C=1C=C(C(=NC1)C#N)OC (5-(3-chlorophenyl)-3-methoxy-2-cyanopyridine). Isolated yield 82.0%. As a reaction SMILES: [Cl:1][C:2]1[CH:3]=[C:4]([C:8]2[CH:9]=[C:10](Cl)[C:11]([C:14]#[N:15])=[N:12][CH:13]=2)[CH:5]=[CH:6][CH:7]=1.C[O-].[Na+].CCCCCC.[C:26](OCC)(=[O:28])C>O>[Cl:1][C:2]1[CH:3]=[C:4]([C:8]2[CH:9]=[C:10]([O:28][CH3:26])[C:11]([C:14]#[N:15])=[N:12][CH:13]=2)[CH:5]=[CH:6][CH:7]=1 |f:1.2,3.4|. Procedure details: A 20 L reactor equipped with a mechanical stirred, condenser, thermometer and nitrogen inlet was charged with 5-(3-chlorophenyl)-3-chloro-2-cyanopyridine, 1, (558 g, 2.24 mol) and sodium methoxide (25% solution in methanol, 726.0 g, 3.36 mol). With agitation, the reaction solution was heated to reflux for 24 hours, resulting in a beige-colored suspension. The reaction was determined to be complete due to the disappearance of 5-(3-chlorophenyl)-3-chloro-2-cyanopyridine as measured by TLC analysis... Reaction conditions: time 22 hour. Run in CCCCCCC (heptane). Procedure: To a stirred, room temperature suspension of Amberlyst 15 resin (2.37 g) in a solution of 8-bromo-1-octanol (9.50 g, 0.0454 mol) in heptane (95 mL) was added dropwise neat 3,4-dihydro-2H-pyran (5.0 mL, 0.055 mol) under a nitrogen atmosphere, and the mixture was stirred for 22 hours. The resin was filtered off, and the filtrate was rotoevaporated to an oil. The oil was chromatographed on silica gel (400 g, 230-400 mesh) using PET ether-diethyl ether (10:1, 10×500 mL) as eluent. Fractions containi... The reactants are resin, BrCCCCCCCCO (8-bromo-1-octanol), O1CCCC=C1 (3,4-dihydro-2H-pyran). As a reaction SMILES: [Br:1][CH2:2][CH2:3][CH2:4][CH2:5][CH2:6][CH2:7][CH2:8][CH2:9][OH:10].[O:11]1[CH:16]=[CH:15][CH2:14][CH2:13][CH2:12]1>CCCCCCC>[Br:1][CH2:2][CH2:3][CH2:4][CH2:5][CH2:6][CH2:7][CH2:8][CH2:9][O:10][CH:12]1[CH2:13][CH2:14][CH2:15][CH2:16][O:11]1. Product: BrCCCCCCCCOC1OCCCC1 ((±)2-[(8-Bromooctyl)oxy]tetrahydro-2H-pyran).